This data is from the Open Reaction Database (ORD), a public repository of structured organic reaction records. The task is: describe an organic reaction: reactants, conditions, products, and yield Reactants: C(C)OC(C1=CC=C(C=C1)N(C=1C=C(C2=C(C(CO2)(C)C)C1)CC)C)=O (4-[methyl-(7-ethyl-3,3-dimethyl-2,3-dihydro-benzofuran-5-yl)-amino]-benzoic acid ethyl ester), C(C)OC(C1=CC=C(C=C1)N(C=1C=C(C2=C(C(CO2)(C)C)C1)CC)C)=O (4-[methyl-(7-ethyl-3,3-dimethyl-2,3-dihydro-benzofuran-5-yl)-amino]-benzoic acid ethyl ester), [OH-].[Na+] (sodium hydroxide), C(C)O (ethanol). Run at time 8 hour. The product is C(C)N(C1=CC=C(C(=O)O)C=C1)C=1C=C(C2=C(C(CO2)(C)C)C1)C (4-[Ethyl-(3,3,7-trimethyl-2,3-dihydro-benzofuran-5-yl)-amino]-benzoic acid). The yield is 80.0%. RXN SMILES: C([O:3][C:4](=[O:26])[C:5]1[CH:10]=[CH:9][C:8]([N:11]([CH3:25])[C:12]2[CH:13]=[C:14]([CH2:23]C)[C:15]3[O:19][CH2:18][C:17]([CH3:21])([CH3:20])[C:16]=3[CH:22]=2)=[CH:7][CH:6]=1)C.[OH-].[Na+].[CH2:29](O)C>>[CH2:25]([N:11]([C:12]1[CH:13]=[C:14]([CH3:23])[C:15]2[O:19][CH2:18][C:17]([CH3:20])([CH3:21])[C:16]=2[CH:22]=1)[C:8]1[CH:7]=[CH:6][C:5]([C:4]([OH:3])=[O:26])=[CH:10][CH:9]=1)[CH3:29] |f:1.2|. Procedure details: A solution of 4-[methyl-(7-ethyl-3,3-dimethyl-2,3-dihydro-benzofuran-5-yl)-amino]-benzoic acid ethyl ester (Compound 21, 0.095 g, 0.27 mmol) in 10 mL of ethanol was treated with 2 mL (10 mmol) of 5M sodium hydroxide solution and the reaction mixture was stirred overnight at room temperature, and at 55° C. for 2 hours. The volatiles were removed by distillation in vacuo and the residue was neutralized with dilute hydrochloric acid, and extracted with ethyl acetate. The organic extract was washed ...